From a dataset of the Open Reaction Database (ORD), a public repository of structured organic reaction records. describe an organic reaction: reactants, conditions, products, and yield The reactants are O1CCOC2=C1C=CC(=C2)S(=O)(=O)N(C[C@H]([C@H](CC2=CC=C(C=C2)O)NC(O[C@H]2CO[C@H]1OCC[C@H]12)=O)O)CC(C)C ((3R,3aS,6aR)-hexahydrofuro[2,3-b]furan-3-yl (1S,2R)-3-[(2,3-dihydro-1,4-benzodioxin-6-ylsulfonyl)(isobutyl)amino]-2-hydroxy-1-(4-hydroxy benzyl)propylcarbamate), C(#N)C=1C=C(CCl)C=CC1 (m-cyanobenzylchloride), C([O-])([O-])=O.[Cs+].[Cs+] (cesium carbonate), CN(C=O)C (dimethyl formamide). The solvent is C(C)(=O)OCC (ethyl acetate). The product is C(#N)C=1C=C(COC2=CC=C(C[C@@H]([C@@H](CN(CC(C)C)S(=O)(=O)C3=CC4=C(OCCO4)C=C3)O)NC(O[C@H]3CO[C@H]4OCC[C@H]43)=O)C=C2)C=CC1 ((3R,3aS,6aR)-hexahydrofuro[2,3-b]furan-3-yl (1S,2R)-1-{4-[(3-cyanobenzyl)oxy]benzyl}-3-[(2,3-dihydro-1,4-benzodioxin-6-ylsulfonyl)(isobutyl)amino]-2-hydroxypropylcarbamate). Yield: 34.3%. RXN SMILES: [O:1]1[C:6]2[CH:7]=[CH:8][C:9]([S:11]([N:14]([CH2:39][CH:40]([CH3:42])[CH3:41])[CH2:15][C@@H:16]([OH:38])[C@@H:17]([NH:26][C:27](=[O:37])[O:28][C@@H:29]3[C@H:36]4[C@H:32]([O:33][CH2:34][CH2:35]4)[O:31][CH2:30]3)[CH2:18][C:19]3[CH:24]=[CH:23][C:22]([OH:25])=[CH:21][CH:20]=3)(=[O:13])=[O:12])=[CH:10][C:5]=2[O:4][CH2:3][CH2:2]1.[C:43]([C:45]1[CH:46]=[C:47]([CH:50]=[CH:51][CH:52]=1)[CH2:48]Cl)#[N:44].C(=O)([O-])[O-].[Cs+].[Cs+].CN(C)C=O>C(OCC)(=O)C>[C:43]([C:45]1[CH:46]=[C:47]([CH:50]=[CH:51][CH:52]=1)[CH2:48][O:25][C:22]1[CH:21]=[CH:20][C:19]([CH2:18][C@H:17]([NH:26][C:27](=[O:37])[O:28][C@@H:29]2[C@H:36]3[C@H:32]([O:33][CH2:34][CH2:35]3)[O:31][CH2:30]2)[C@H:16]([OH:38])[CH2:15][N:14]([S:11]([C:9]2[CH:8]=[CH:7][C:6]3[O:1][CH2:2][CH2:3][O:4][C:5]=3[CH:10]=2)(=[O:12])=[O:13])[CH2:39][CH:40]([CH3:42])[CH3:41])=[CH:24][CH:23]=1)#[N:44] |f:2.3.4|. Reported procedure: 49 mg of (3R,3aS,6aR)-hexahydrofuro[2,3-b]furan-3-yl (1S,2R)-3-[(2,3-dihydro-1,4-benzodioxin-6-ylsulfonyl)(isobutyl)amino]-2-hydroxy-1-(4-hydroxy benzyl)propylcarbamate, 20 mg of m-cyanobenzylchloride, 20 mg of cesium carbonate and 0.5 ml of dimethyl formamide were stirred at rt for 5 h. The mixture was diluted with ethyl acetate and extracted with water. Chromatography on silica gel (1:1 ethylacetate/hexane) gave the title compound as a white solid (20 mg). 1H NMR: 0.87 (6H, dd), 1.58 (2H, m), ... Reactants: C(C1=CC=CC=C1)OC(=O)N1[C@H](CCC1)CC1=CNC2=CC=C(C=C12)Br (3-(N-benzyloxycarbonyl-2(R)-pyrrolidinylmethyl)-5-bromo-1H-indole), C(C)C(C=C)(CC)O (3-ethylpent-1-en-3-ol). Solvent: CO (CH3OH). Yields the product C(C1=CC=CC=C1)OC(=O)N1[C@H](CCC1)CC1=CNC2=CC=C(C=C12)C=CC(CC)(O)CC (3-(N-Benzyloxycarbonyl-2(R)-pyrrolidinylmethyl)-5-(3-ethyl-3-hydroxy-1-pent-1-enyl)-1H-indole). Reaction SMILES: [CH2:1]([O:8][C:9]([N:11]1[CH2:15][CH2:14][CH2:13][C@@H:12]1[CH2:16][C:17]1[C:25]2[C:20](=[CH:21][CH:22]=[C:23](Br)[CH:24]=2)[NH:19][CH:18]=1)=[O:10])[C:2]1[CH:7]=[CH:6][CH:5]=[CH:4][CH:3]=1.[CH2:27]([C:29]([OH:34])([CH2:32][CH3:33])[CH:30]=[CH2:31])[CH3:28]>CO>[CH2:1]([O:8][C:9]([N:11]1[CH2:15][CH2:14][CH2:13][C@@H:12]1[CH2:16][C:17]1[C:25]2[C:20](=[CH:21][CH:22]=[C:23]([CH:28]=[CH:27][C:29]([CH2:32][CH3:33])([OH:34])[CH2:30][CH3:31])[CH:24]=2)[NH:19][CH:18]=1)=[O:10])[C:2]1[CH:7]=[CH:6][CH:5]=[CH:4][CH:3]=1. Procedure details: Obtained by a procedure similar to that described in Example 1, from 3-(N-benzyloxycarbonyl-2(R)-pyrrolidinylmethyl)-5-bromo-1H-indole (Preparation 1) and 3-ethylpent-1-en-3-ol (Example 9(a)), as a foam. Rf 0.66 (SS 7). [α]D25 -27° (c=0.1, CH3OH). Found: C,75.33; H,+.29; N,5.65. C28H34N2O3 requires C,75.30; H,7.67; N,6.26%. Starting materials: C(C)(=O)Cl (acetyl chloride), C(CCC)(O)O (butane diol), ClCOCCCCCCCC (octyl chloromethyl ether), S(O)(O)(=O)=O (sulfuric acid). Solvent: C(C)N(CC)CC (triethylamine), C(Cl)Cl (methylene chloride). Product: C(CCCCCCC)OCOCCCCO (C8H17OCH2OC4H8OH), carboxylic acid. As a reaction SMILES: [CH:1]([OH:6])(O)[CH2:2][CH2:3][CH3:4].Cl[CH2:8][O:9][CH2:10][CH2:11][CH2:12][CH2:13][CH2:14][CH2:15][CH2:16][CH3:17].C(Cl)(=[O:20])C.S(=O)(=O)(O)O>C(Cl)Cl.C(N(CC)CC)C>[CH2:10]([O:9][CH2:8][O:20][CH2:4][CH2:3][CH2:2][CH2:1][OH:6])[CH2:11][CH2:12][CH2:13][CH2:14][CH2:15][CH2:16][CH3:17]. Reported procedure: The precursor, C8H17OCH2OC4H8OH was prepared by monoalkylation of butane diol with octyl chloromethyl ether. The precursor was first acetylated with acetyl chloride in methylene chloride containing triethylamine and then fluorinated, and a portion of the crude perfluorinated product was hydrolyzed by treatment with aqueous sulfuric acid and then distilled to yield the carboxylic acid C8F17OCF2OC3F6CO2H, having a boiling range 100°-106° C. at 1.1 torr. Differential scanning calorimetry revealed t... The reactants are O=C([O-])[O-], CCOC(=O)c1cn2c(c1O)C(=O)N(CC)CC2C, CI, [K+], [K+], CN(C)C=O. Product: CCOC(=O)c1cn2c(c1OC)C(=O)N(CC)CC2C. As a reaction SMILES: [C:20](=[O:21])([O-:22])[O-:23].[CH2:1]([CH3:2])[N:3]1[C:4](=[O:19])[c:5]2[n:6]([cH:10][c:11]([C:14](=[O:15])[O:16][CH2:17][CH3:18])[c:12]2[OH:13])[CH:7]([CH3:9])[CH2:8]1.[I:26][CH3:27].[K+:24].[K+:25].[O:28]=[CH:29][N:30]([CH3:31])[CH3:32]>>[CH2:1]([CH3:2])[N:3]1[C:4](=[O:19])[c:5]2[n:6]([cH:10][c:11]([C:14](=[O:15])[O:16][CH2:17][CH3:18])[c:12]2[O:13][CH3:20])[CH:7]([CH3:9])[CH2:8]1. Starting materials: C(#N)C1(CC1)NC(=O)[C@H]1[C@@H](C[C@@H](C1)S(=O)(=O)C1=C(C=C(C=C1)Br)Cl)C(=O)N1CC(CC1)(F)F ((1R,2R,4R)-4-(2-Chloro-4-bromo-benzenesulfonyl)-2-(3,3-difluoro-pyrrolidine-1-carbonyl)-cyclopentanecarboxylic acid (1-cyano-cyclopropyl)-amide), CB(O)O (methylboronic acid), solid. The product is C(#N)C1(CC1)NC(=O)[C@H]1[C@@H](C[C@@H](C1)S(=O)(=O)C1=C(C=C(C=C1)C)Cl)C(=O)N1CC(CC1)(F)F ((1R,2R,4R)-4-(2-Chloro-4-methyl-benzenesulfonyl)-2-(3,3-difluoro-pyrrolidine-1-carbonyl)-cyclopentanecarboxylic acid (1-cyano-cyclopropyl)-amide). Reaction SMILES: [C:1]([C:3]1([NH:6][C:7]([C@@H:9]2[CH2:13][C@@H:12]([S:14]([C:17]3[CH:22]=[CH:21][C:20](Br)=[CH:19][C:18]=3[Cl:24])(=[O:16])=[O:15])[CH2:11][C@H:10]2[C:25]([N:27]2[CH2:31][CH2:30][C:29]([F:33])([F:32])[CH2:28]2)=[O:26])=[O:8])[CH2:5][CH2:4]1)#[N:2].[CH3:34]B(O)O>>[C:1]([C:3]1([NH:6][C:7]([C@@H:9]2[CH2:13][C@@H:12]([S:14]([C:17]3[CH:22]=[CH:21][C:20]([CH3:34])=[CH:19][C:18]=3[Cl:24])(=[O:16])=[O:15])[CH2:11][C@H:10]2[C:25]([N:27]2[CH2:31][CH2:30][C:29]([F:33])([F:32])[CH2:28]2)=[O:26])=[O:8])[CH2:5][CH2:4]1)#[N:2]. Reported procedure: The title compound was prepared in analogy to example 196 using (1R,2R,4R)-4-(2-chloro-4-bromo-benzenesulfonyl)-2-(3,3-difluoro-pyrrolidine-1-carbonyl)-cyclopentanecarboxylic acid (1-cyano-cyclopropyl)-amide (Example 187 step 4) and methylboronic acid. White solid (19%). MS (EI): 500.1 (M+H)+.